From a dataset of the Open Reaction Database (ORD), a public repository of structured organic reaction records. describe an organic reaction: reactants, conditions, products, and yield Reactants: C1(=CC=C2C=CC3=CC=CC4=CC=C1C2=C34)C(=O)O (1-Pyrenecarboxylic acid), C1(=CC=C2C=CC3=CC=CC4=CC=C1C2=C34)C(=O)O (1-PCA), C1(=CC=C2C=CC3=CC=CC4=CC=C1C2=C34)C(=O)O (1-PCA). Run in C(C)O (ethanol). Run at time 6 hour. The product is C1=CC=C2C=CC3=CC=CC4=CC=C1C2=C34 (pyrene), [C] (graphene). As a reaction SMILES: [C:1]1(C(O)=O)[C:14]2[C:15]3=[C:16]4[C:11](=[CH:12][CH:13]=2)[CH:10]=[CH:9][CH:8]=[C:7]4[CH:6]=[CH:5][C:4]3=[CH:3][CH:2]=1>C(O)C>[CH:8]1[C:7]2[C:16]3=[C:15]4[C:4](=[CH:5][CH:6]=2)[CH:3]=[CH:2][CH:1]=[C:14]4[CH:13]=[CH:12][C:11]3=[CH:10][CH:9]=1.[C:1]. Procedure details: 1-Pyrenecarboxylic acid (1-PCA, 250 mg) was stirred in ethanol (400 mL) for 30 minutes. Herringbone-type carbon nanofiber (CNF, 500 mg) was added to the 1-PCA solution and stirred for 6 hours. Then, CNF doped with 1-PCA was recovered through filtration under reduced pressure. 1-PCA was introduced to CNF in order to form π-π interaction between pyrene and graphene of CNF. The 1-PCA-doped CNF has a hydrophilic surface and allows easy supporting of platinum. The 1-PCA-doped CNF (140 mg) was added t... The reactants are COc1cc2[nH]ccc2cc1OCc1ccccc1, CO, CCOC(C)=O, [H][H], [OH-], [OH-], [Pd+2]. Product: COc1cc2[nH]ccc2cc1O. Reaction SMILES: [CH2:1]([c:2]1[cH:3][cH:4][cH:5][cH:6][cH:7]1)[O:8][c:9]1[cH:10][c:11]2[cH:12][cH:13][nH:14][c:15]2[cH:16][c:17]1[O:18][CH3:19].[CH3:20][OH:21].[CH3:27][CH2:28][O:29][C:30](=[O:31])[CH3:32].[H:22][H:23].[OH-:24].[OH-:26].[Pd+2:25]>>[OH:8][c:9]1[cH:10][c:11]2[cH:12][cH:13][nH:14][c:15]2[cH:16][c:17]1[O:18][CH3:19]. The reactants are O=C([O-])O, CC(C)=O, COc1ccc(CCC2CO2)cc1, [Na+], O, O=S(=O)(O)O. Yields the product COc1ccc(CCC(O)CO)cc1. Reaction SMILES: [C:23](=[O:24])([OH:25])[O-:26].[CH3:19][C:20](=[O:21])[CH3:22].[CH3:1][O:2][c:3]1[cH:4][cH:5][c:6]([CH2:9][CH2:10][CH:11]2[O:12][CH2:13]2)[cH:7][cH:8]1.[Na+:27].[OH2:28].[S:14]([OH:15])(=[O:16])(=[O:17])[OH:18]>>[CH3:1][O:2][c:3]1[cH:4][cH:5][c:6]([CH2:9][CH2:10][CH:11]([CH2:13][OH:12])[OH:15])[cH:7][cH:8]1. Reactants: solution, [Cl-].C(C)(C)(C)OC(C[Zn+])=O (2-(tert-butyloxy)-2-oxoethylzinc chloride), CCOCC (Et2O), BrC1=CC(=C(COC[C@H]2[C@H](C2)C2CCN(CC2)C2=NC(=NO2)C(C)C)C=C1)F (5-(4-((1R,2R)-2-((4-bromo-2-fluorobenzyloxy)methyl)cyclopropyl)piperidin-1-yl)-3-isopropyl-1,2,4-oxadiazole), CC(C)C1=CC(=C(C(=C1)C(C)C)C2=C(C=CC=C2)P(C3CCCCC3)C4CCCCC4)C(C)C (X-PHOS). Reagents/catalysts: C=1C=CC(=CC1)/C=C/C(=O)/C=C/C2=CC=CC=C2.C=1C=CC(=CC1)/C=C/C(=O)/C=C/C2=CC=CC=C2.C=1C=CC(=CC1)/C=C/C(=O)/C=C/C2=CC=CC=C2.[Pd].[Pd] (Pd2(dba)3). Solvent: C1CCOC1 (THF). Reaction conditions: temperature 65 celsius. The product is FC=1C=C(C=CC1COC[C@H]1[C@H](C1)C1CCN(CC1)C1=NC(=NO1)C(C)C)CC(=O)OC(C)(C)C (tert-butyl 2-(3-fluoro-4-((((1R,2R)-2-(1-(3-isopropyl-1,2,4-oxadiazol-5-yl)piperidin-4-yl)cyclopropyl)methoxy)methyl)phenyl)acetate). Yield: 78.0%. RXN SMILES: [Cl-].[C:2]([O:6][C:7](=[O:10])[CH2:8][Zn+])([CH3:5])([CH3:4])[CH3:3].CCOCC.Br[C:17]1[CH:42]=[CH:41][C:20]([CH2:21][O:22][CH2:23][C@@H:24]2[CH2:26][C@@H:25]2[CH:27]2[CH2:32][CH2:31][N:30]([C:33]3[O:37][N:36]=[C:35]([CH:38]([CH3:40])[CH3:39])[N:34]=3)[CH2:29][CH2:28]2)=[C:19]([F:43])[CH:18]=1.CC(C1C=C(C(C)C)C(C2C=CC=CC=2P(C2CCCCC2)C2CCCCC2)=C(C(C)C)C=1)C>C1COCC1.C1C=CC(/C=C/C(/C=C/C2C=CC=CC=2)=O)=CC=1.C1C=CC(/C=C/C(/C=C/C2C=CC=CC=2)=O)=CC=1.C1C=CC(/C=C/C(/C=C/C2C=CC=CC=2)=O)=CC=1.[Pd].[Pd]>[F:43][C:19]1[CH:18]=[C:17]([CH2:8][C:7]([O:6][C:2]([CH3:5])([CH3:4])[CH3:3])=[O:10])[CH:42]=[CH:41][C:20]=1[CH2:21][O:22][CH2:23][C@@H:24]1[CH2:26][C@@H:25]1[CH:27]1[CH2:32][CH2:31][N:30]([C:33]2[O:37][N:36]=[C:35]([CH:38]([CH3:40])[CH3:39])[N:34]=2)[CH2:29][CH2:28]1 |f:0.1,6.7.8.9.10|. Procedure details: A 0.5 M solution of 2-(tert-butyloxy)-2-oxoethylzinc chloride in Et2O (14.6 mL, 7.3 mmol) was added to a mixture of 5-(4-((1R,2R)-2-((4-bromo-2-fluorobenzyloxy)methyl)cyclopropyl)piperidin-1-yl)-3-isopropyl-1,2,4-oxadiazole (Step B product, 1.1 g, 2.43 mmol), Pd2(dba)3 (110 mg, 0.122 mmol), and X-PHOS (116 mg, 0.243 mmol) in anhydrous THF (3 mL). The reaction mixture was stirred and heated at 65° C. overnight. The following morning the mixture was cooled to rt and filtered through a plug of celi... Reactants: CCOC(=O)CCc1ccncc1C(=O)OC, CO, [H-], [Na+], C1CCOC1. Product: O=C1CCc2ccncc21. RXN SMILES: [CH2:1]([O:2][C:3](=[O:4])[CH2:5][CH2:6][c:7]1[cH:8][cH:9][n:10][cH:11][c:12]1[C:13]([O:15][CH3:14])=[O:16])[CH3:17].[CH3:20][OH:21].[H-:18].[Na+:19].[O:22]1[CH2:23][CH2:24][CH2:25][CH2:26]1>>[CH2:5]1[CH2:6][c:7]2[cH:8][cH:9][n:10][cH:11][c:12]2[C:13]1=[O:15].